From a dataset of the Open Reaction Database (ORD), a public repository of structured organic reaction records. describe an organic reaction: reactants, conditions, products, and yield The reactants are CC=1C=CC(=CC1)S(=O)(=O)NCl (chloramine-T), material 4, [I-].[Na+] (sodium iodide), C(CCC)[Sn](C=1C=C(C=CC1)N1C(C=CC1=O)=O)(CCCC)CCCC (N-(m-tri-n-butylstannylphenyl)maleimide), S([O-])(O)=O.[Na+] (sodium bisulfite). Run in O (H2O), C(Cl)Cl (CH2Cl2), CCOC(=O)C.CCCCCC (EtOAc hexane), O (H2O). Conditions: time 30 minute. The product is desired product, IC=1C=C(C=CC1)N1C(C=CC1=O)=O (N-(m-iodophenyl)maleimide). Yield: 95.0%. As a reaction SMILES: [I-:1].[Na+].C([Sn](CCCC)(CCCC)[C:8]1[CH:9]=[C:10]([N:14]2[C:18](=[O:19])[CH:17]=[CH:16][C:15]2=[O:20])[CH:11]=[CH:12][CH:13]=1)CCC.CC1C=CC(S(NCl)(=O)=O)=CC=1.S(=O)(O)[O-].[Na+]>O.C(Cl)Cl.CCOC(C)=O.CCCCCC>[I:1][C:8]1[CH:9]=[C:10]([N:14]2[C:18](=[O:19])[CH:17]=[CH:16][C:15]2=[O:20])[CH:11]=[CH:12][CH:13]=1 |f:0.1,4.5,8.9|. Procedure: To a stirred solution of sodium iodide (32 mg, 0.21 mmol) in H2O (100 μL), was added N-(m-tri-n-butylstannylphenyl)maleimide as described above (0.1 g, 0.21 mmol) in CH2Cl2 (2 mL), followed by a solution of chloramine-T (59 mg, 0.21 mmol) in H2O (2 mL). Reaction progress was followed by TLC on silica gel GHLFC plates (EtOAc/hexane, 1:3), starting material 4 Rf 0.65. The reaction mixture was stirred at room temperature for 30 minutes. The mixture initially turned yellow from the formation of I+. ... Starting materials: O=Cc1ccc(Oc2ccc([N+](=O)[O-])cn2)cc1, OCCO, Cc1ccc(S(=O)(=O)O)cc1, c1ccccc1. Product: O=[N+]([O-])c1ccc(Oc2ccc(C3OCCO3)cc2)nc1. Reaction SMILES: [N+:1](=[O:2])([O-:3])[c:4]1[cH:5][cH:6][c:7]([O:10][c:11]2[cH:12][cH:13][c:14]([CH:15]=[O:16])[cH:17][cH:18]2)[n:8][cH:9]1.[OH:19][CH2:20][CH2:21][OH:22].[c:23]1([CH3:24])[cH:25][cH:26][c:27]([S:28]([OH:29])(=[O:30])=[O:31])[cH:32][cH:33]1.[cH:34]1[cH:35][cH:36][cH:37][cH:38][cH:39]1>>[N+:1](=[O:2])([O-:3])[c:4]1[cH:5][cH:6][c:7]([O:10][c:11]2[cH:12][cH:13][c:14]([CH:15]3[O:16][CH2:21][CH2:20][O:19]3)[cH:17][cH:18]2)[n:8][cH:9]1. Starting materials: CC=1C=NNC1 (4-Methyl-1H-pyrazole), N#CN (cyanamide), Cl (HCl), O1CCOCC1 (dioxane). The solvent is CCOCC (Et2O). Conditions: temperature 110 celsius, time 8 hour. Yields the product Cl.CC=1C=NN(C1)C(N)=N (4-Methyl-1H-pyrazole-1-carboximidamide hydrochloride). Reaction SMILES: [CH3:1][C:2]1[CH:3]=[N:4][NH:5][CH:6]=1.[N:7]#[C:8][NH2:9].[ClH:10].O1CCOCC1>CCOCC>[ClH:10].[CH3:1][C:2]1[CH:3]=[N:4][N:5]([C:8](=[NH:7])[NH2:9])[CH:6]=1 |f:5.6|. Procedure: To 4-Methyl-1H-pyrazole (4.9 g, 60 mmol) was added cyanamide (2.5 g, 60 mmol), HCl (5.6 mL, 62 mmol, 4 M in dioxane) and dioxane (60 mL). The reaction was heated to 110° C. and aged for 9 h. It was then aged at rt overnight. The mixture was diluted with Et2O and stirred for 10 min. The product was isolated by filtration and washed with Et2O to afford the title compound. Reactants: COC=1C=C(C=O)C=C(C1)OC (3,5-dimethoxybenzaldehyde), CC1=CC=CC(=N1)C(=O)O (6-methyl picolinic acid). Product: CC1=CC=CC(=N1)C(=O)C1=CC(=CC(=C1)O)O (3,5-Dihydroxyphenyl 6-methyl-2-pyridyl ketone), erythro-α-(3,5-dihydroxyphenyl)-α-(6-phenethyl-2-piperidinyl)methanol hydrochloride. Reaction SMILES: C[O:2][C:3]1[CH:4]=[C:5]([CH:8]=[C:9]([O:11]C)[CH:10]=1)[CH:6]=[O:7].C[C:14]1[N:19]=[C:18]([C:20](O)=O)[CH:17]=[CH:16][CH:15]=1>>[CH3:20][C:18]1[N:19]=[C:14]([C:6]([C:5]2[CH:8]=[C:9]([OH:11])[CH:10]=[C:3]([OH:2])[CH:4]=2)=[O:7])[CH:15]=[CH:16][CH:17]=1. Reported procedure: 3,5-Dihydroxyphenyl 6-methyl-2-pyridyl ketone is prepared according to example 1 from 3,5-dimethoxybenzaldehyde and 6-methyl picolinic acid. This intermediate is then reacted according to example 2 and purified to yield pure erythro-α-(3,5-dihydroxyphenyl)-α-(6-phenethyl-2-piperidinyl)methanol hydrochloride, m.p. 285°C. The reactants are C1CCOC1, COC(=O)CN1CC=CCC(NC(=O)c2nccc3ccccc23)C1=O, [Li+], [OH-], O. Reaction SMILES: [CH2:29]1[O:30][CH2:31][CH2:32][CH2:33]1.[CH3:1][O:2][C:3]([CH2:4][N:5]1[C:6](=[O:25])[CH:7]([NH:12][C:13](=[O:14])[c:15]2[n:16][cH:17][cH:18][c:19]3[cH:20][cH:21][cH:22][cH:23][c:24]23)[CH2:8][CH:9]=[CH:10][CH2:11]1)=[O:26].[Li+:28].[OH-:27].[OH2:34]>>[O:2]=[C:3]([CH2:4][N:5]1[C:6](=[O:25])[CH:7]([NH:12][C:13](=[O:14])[c:15]2[n:16][cH:17][cH:18][c:19]3[cH:20][cH:21][cH:22][cH:23][c:24]23)[CH2:8][CH:9]=[CH:10][CH2:11]1)[OH:26]. Yields the product O=C(O)CN1CC=CCC(NC(=O)c2nccc3ccccc23)C1=O. Starting materials: COC=1C=C(C=CC1)C#CCO (3-(3-methoxyphenyl)prop-2-yn-1-ol). The reagents and catalysts are O=[Mn]=O (MnO2). Run in C(Cl)Cl (DCM). The product is COC=1C=C(C=CC1)C#CC=O (3-(3-methoxyphenyl)-2-propynal). Isolated yield 24.7%. As a reaction SMILES: [CH3:1][O:2][C:3]1[CH:4]=[C:5]([C:9]#[C:10][CH2:11][OH:12])[CH:6]=[CH:7][CH:8]=1>C(Cl)Cl.O=[Mn]=O>[CH3:1][O:2][C:3]1[CH:4]=[C:5]([C:9]#[C:10][CH:11]=[O:12])[CH:6]=[CH:7][CH:8]=1. Procedure details: To a solution of 3-(3-methoxyphenyl)prop-2-yn-1-ol (500 mg, 3.08 mmol) in anhydrous DCM (20 ml) under argon was added MnO2 (7.8 g, 90 mmol) portion wise over 2 h. The reaction mixture was stirred at rt for one additional hour. Then the reaction mixture was filtered and the solvent was removed under reduced pressure. Purification by flash chromatography on silica gel (cHex:EtOAc, gradient 9:1 to 4:1) gave 122 mg (25%) of the title compound as a yellow oil. HPLC, Rt: 2.9 min (purity: 99.9%). 1H NM... Starting materials: C(#N)C(C(=O)OCC)=CNC1=NC=CC=C1CC (Ethyl 2-cyano-3-(3-ethyl-2-pyridylamino)acrylate), [N-]=[N+]=[N-].[Al+3].[N-]=[N+]=[N-].[N-]=[N+]=[N-] (aluminum azide), [N-]=[N+]=[N-].[Al+3].[N-]=[N+]=[N-].[N-]=[N+]=[N-] (aluminum azide), [Cl-].[Al+3].[Cl-].[Cl-] (aluminum chloride), [N-]=[N+]=[N-].[Na+] (sodium azide), Cl (hydrochloric acid). Solvent: O1CCCC1 (tetrahydrofuran), O (water), O1CCCC1 (tetrahydrofuran). The product is C(C)C1=CC=CN2C1=NC=C(C2=O)C2=NN=NN2 (9-Ethyl-3-(1H-tetrazol-5-yl)-4H-pyrido[1,2-a]pyrimidin-4-one). Reported procedure: Ethyl 2-cyano-3-(3-ethyl-2-pyridylamino)acrylate (10.0 g., 0.0408 mole) was added to a stirred mixture of aluminum azide in tetrahydrofuran at 0°. The aluminum azide had been prepared in situ in the usual manner from aluminum chloride (6.5 g., 0.0488 mole) and sodium azide (9.5 g., 0.1464 mole) in tetrahydrofuran (100 ml.). The mixture was stirred at 0° for 15 minutes and then heated under reflux for 19 hours. The mixture was cooled, diluted with water, and acidified with concentrated hydrochlor... The yield is 27.0%. Reaction conditions: time 15 minute. RXN SMILES: [C:1]([C:3](=[CH:9][NH:10][C:11]1[C:16]([CH2:17][CH3:18])=[CH:15][CH:14]=[CH:13][N:12]=1)[C:4](OCC)=[O:5])#[N:2].[N-:19]=[N+:20]=[N-:21].[Al+3].[N-]=[N+]=[N-].[N-]=[N+]=[N-].[Cl-].[Al+3].[Cl-].[Cl-].[N-]=[N+]=[N-].[Na+].Cl>O1CCCC1.O>[CH2:17]([C:16]1[C:11]2=[N:10][CH:9]=[C:3]([C:1]3[NH:2][N:21]=[N:20][N:19]=3)[C:4](=[O:5])[N:12]2[CH:13]=[CH:14][CH:15]=1)[CH3:18] |f:1.2.3.4,5.6.7.8,9.10|.